Dataset: the Open Reaction Database (ORD), a public repository of structured organic reaction records. Task: describe an organic reaction: reactants, conditions, products, and yield The reactants are Cc1ccc(N)cc1Cl, Cl, OCCNCCO. Product: Cc1ccc(N2CCNCC2)cc1Cl. As a reaction SMILES: [CH3:1][c:2]1[cH:3][cH:4][c:5]([NH2:6])[cH:7][c:8]1[Cl:9].[ClH:17].[OH:10][CH2:11][CH2:12][NH:13][CH2:14][CH2:15][OH:16]>>[CH3:1][c:2]1[cH:3][cH:4][c:5]([N:6]2[CH2:11][CH2:12][NH:13][CH2:14][CH2:15]2)[cH:7][c:8]1[Cl:9].